The task is: describe an organic reaction: reactants, conditions, products, and yield. This data is from the Open Reaction Database (ORD), a public repository of structured organic reaction records. The reactants are CSC1=CC=C(C=C1)N1N=NN=C1 (1-[p-(Methylthio)phenyl]-1H-tetrazole), OO (hydrogen peroxide). Run in C1=CC=CC=C1 (benzene). The product is CS(=O)C1=CC=C(C=C1)N1N=NN=C1 (1-[p-(methylsulfinyl)phenyl]-1H-tetrazole). As a reaction SMILES: [CH3:1][S:2][C:3]1[CH:8]=[CH:7][C:6]([N:9]2[CH:13]=[N:12][N:11]=[N:10]2)=[CH:5][CH:4]=1.[OH:14]O>C1C=CC=CC=1>[CH3:1][S:2]([C:3]1[CH:8]=[CH:7][C:6]([N:9]2[CH:13]=[N:12][N:11]=[N:10]2)=[CH:5][CH:4]=1)=[O:14]. Procedure: 1-[p-(Methylthio)phenyl]-1H-tetrazole (2 g.) and 0.9 ml. of 30% hydrogen peroxide were refluxed with stirring in benzene for 3 hours. The benzene was decanted and the precipitate washed with benzene and recrystallized from acetone, m.p. 175°-176° C. Starting materials: FC1(CCC(CC1)CNC(=O)C=1C=2C=CC(=NC2C=CC1Cl)Cl)F (2,6-dichloro-quinoline-5-carboxylic acid (4,4-difluoro-cyclohexylmethyl)-amide), CCN(C(C)C)C(C)C (DIPEA), N1CCC1 (azetidine). Yields the product FC1(CCC(CC1)CNC(=O)C=1C=2C=CC(=NC2C=CC1Cl)N1CCC1)F (2-(azetidin-1-yl)-6-Chloro-quinoline-5-carboxylic acid (4,4-difluoro-cyclohexylmethyl)-amide). RXN SMILES: [F:1][C:2]1([F:24])[CH2:7][CH2:6][CH:5]([CH2:8][NH:9][C:10]([C:12]2[C:13]3[CH:14]=[CH:15][C:16](Cl)=[N:17][C:18]=3[CH:19]=[CH:20][C:21]=2[Cl:22])=[O:11])[CH2:4][CH2:3]1.CC[N:27]([CH:31]([CH3:33])C)[CH:28](C)C.N1CCC1>>[F:1][C:2]1([F:24])[CH2:7][CH2:6][CH:5]([CH2:8][NH:9][C:10]([C:12]2[C:13]3[CH:14]=[CH:15][C:16]([N:27]4[CH2:28][CH2:33][CH2:31]4)=[N:17][C:18]=3[CH:19]=[CH:20][C:21]=2[Cl:22])=[O:11])[CH2:4][CH2:3]1. Procedure details: The title compound was synthesized according to the procedure described in example 1 using 2,6-dichloro-quinoline-5-carboxylic acid (4,4-difluoro-cyclohexylmethyl)-amide, DIPEA and azetidine. 1H NMR (400 MHz, DMSO-d6) δ ppm 8.75 (1H), 7.88 (1H), 6.69 (1H), 4.49 (m, 4H), 3.24 (m, 2H), 2.40 (m, 2H), 2.04 (m, 2H), 1.85 (m, 2H), 1.74-1.76 (m, 3H), 1.27-1.30 (m, 2H). m/z: 394 [M+H].